Dataset: the Open Reaction Database (ORD), a public repository of structured organic reaction records. Task: describe an organic reaction: reactants, conditions, products, and yield Reactants: C(C(=O)O)(=O)O (oxalic acid), Cl.CC(CC1=CC=C(C=C1)OC)(C)NCC(C1=C(C=CC=C1)OCC1=CC=CC=C1)O (α-[(α,α-dimethyl-4-methoxyphenethylamino)methyl]-2-benzyloxybenzylalcohol hydrochloride), C(C)O (ethanol), C(C(=O)[O-])(=O)[O-] (oxalate). The reagents and catalysts are [C].[Pd] (palladium-carbon). Solvent: [H][H] (hydrogen), [H][H] (hydrogen). The product is CC(CC1=CC=C(C=C1)OC)(C)NCC(C1=C(C=CC=C1)OC)O (α-[(α,α-dimethyl-4-methoxyphenethylamino)methyl]-2-methoxybenzylalcohol). Isolated yield 73.8%. RXN SMILES: Cl.[CH3:2][C:3]([NH:14][CH2:15][CH:16]([OH:31])[C:17]1[CH:22]=[CH:21][CH:20]=[CH:19][C:18]=1[O:23][CH2:24]C1C=CC=CC=1)([CH3:13])[CH2:4][C:5]1[CH:10]=[CH:9][C:8]([O:11][CH3:12])=[CH:7][CH:6]=1.C(O)C.C([O-])(=O)C([O-])=O.C(O)(=O)C(O)=O>[H][H].[C].[Pd]>[CH3:13][C:3]([NH:14][CH2:15][CH:16]([OH:31])[C:17]1[CH:22]=[CH:21][CH:20]=[CH:19][C:18]=1[O:23][CH3:24])([CH3:2])[CH2:4][C:5]1[CH:6]=[CH:7][C:8]([O:11][CH3:12])=[CH:9][CH:10]=1 |f:0.1,6.7|. Procedure: A mixture of 442 mg of α-[(α,α-dimethyl-4-methoxyphenethylamino)methyl]-2-benzyloxybenzylalcohol hydrochloride, 250 mg of 10% palladium-carbon and 25 ml of 95% aqueous ethanol is shaken at room temperature in hydrogen gas atmosphere under atmospheric pressure. After the uptake of hydrogen is completed, insoluble materials are removed by filtration. The filtrate is evaporated to remove the solvent. The residue (colorless oil) is alkalized with an aqueous ammonia solution, whereby 300 mg of a pale... The reactants are ClC1=C(C=C(C=2N=C(NC21)C(F)(F)F)[N+](=O)[O-])C#N (4-Chloro-7-nitro-5-cyano-2-trifluoromethylbenzimidazole), C(C)C1C(CC1)N (2-ethylcyclobutylamine). Product: C(C)C1C(CC1)NC1=C(C=C(C=2N=C(NC21)C(F)(F)F)[N+](=O)[O-])C#N (4-((2-ethylcyclobutyl)amino)-7-nitro-5-cyano-2-trifluoromethylbenzimidazole). RXN SMILES: Cl[C:2]1[C:10]2[NH:9][C:8]([C:11]([F:14])([F:13])[F:12])=[N:7][C:6]=2[C:5]([N+:15]([O-:17])=[O:16])=[CH:4][C:3]=1[C:18]#[N:19].[CH2:20]([CH:22]1[CH2:25][CH2:24][CH:23]1[NH2:26])[CH3:21]>>[CH2:20]([CH:22]1[CH2:25][CH2:24][CH:23]1[NH:26][C:2]1[C:10]2[NH:9][C:8]([C:11]([F:14])([F:13])[F:12])=[N:7][C:6]=2[C:5]([N+:15]([O-:17])=[O:16])=[CH:4][C:3]=1[C:18]#[N:19])[CH3:21]. Procedure details: 4-Chloro-7-nitro-5-cyano-2-trifluoromethylbenzimidazole is reacted with 2-ethylcyclobutylamine to obtain 4-((2-ethylcyclobutyl)amino)-7-nitro-5-cyano-2-trifluoromethylbenzimidazole, m.w., 353.3. The reactants are Brc1cccs1, [H-], [I-], [Na+], N#C[Na], C1COCCO1, O, OC1CCCC1. The product is c1csc(OC2CCCC2)c1. As a reaction SMILES: [Br:9][c:10]1[s:11][cH:12][cH:13][cH:14]1.[H-:7].[I-:15].[Na+:8].[Na:16][C:17]#[N:18].[O:20]1[CH2:21][CH2:22][O:23][CH2:24][CH2:25]1.[OH2:19].[OH:1][CH:2]1[CH2:3][CH2:4][CH2:5][CH2:6]1>>[O:1]([CH:2]1[CH2:3][CH2:4][CH2:5][CH2:6]1)[c:10]1[s:11][cH:12][cH:13][cH:14]1. Reactants: C(C)OC(CSC1=NC=C(C=C1)C(NC1=CC(=CC=C1)NC(=O)OC(C)(C)C)=O)=O ([5-(3-tert-butoxycarbonylaminophenyl-carbamoyl)pyridin-2-ylsulfanyl]-acetic acid ethyl ester), C(=O)(C(F)(F)F)O (TFA), [N-]=[N+]=[N-].[Na+] (sodium azide), N(=O)[O-].[Na+] (sodium nitrite). The solvent is C(Cl)Cl (DCM), O (water), O (water). Conditions: temperature 0 celsius, time 15 minute. Yields the product C(C)OC(CSC1=NC=C(C=C1)C(NC1=CC(=CC=C1)N=[N+]=[N-])=O)=O ([5-(3-azido-phenylcarbamoyl)pyridin-2-ylsulfanyl]acetic acid ethyl ester). The yield is 118.6%. Reaction SMILES: [CH2:1]([O:3][C:4](=[O:30])[CH2:5][S:6][C:7]1[CH:12]=[CH:11][C:10]([C:13](=[O:29])[NH:14][C:15]2[CH:20]=[CH:19][CH:18]=[C:17]([NH:21]C(OC(C)(C)C)=O)[CH:16]=2)=[CH:9][N:8]=1)[CH3:2].C(O)(C(F)(F)F)=O.N([O-])=O.[Na+].[N-:42]=[N+:43]=[N-].[Na+]>C(Cl)Cl.O>[CH2:1]([O:3][C:4](=[O:30])[CH2:5][S:6][C:7]1[CH:12]=[CH:11][C:10]([C:13](=[O:29])[NH:14][C:15]2[CH:20]=[CH:19][CH:18]=[C:17]([N:21]=[N+:42]=[N-:43])[CH:16]=2)=[CH:9][N:8]=1)[CH3:2] |f:2.3,4.5|. Procedure: To a 0° C. solution of [5-(3-tert-butoxycarbonylaminophenyl-carbamoyl)pyridin-2-ylsulfanyl]-acetic acid ethyl ester (41 mg, 0.10 mmol) in DCM (3 mL) was added TFA (3 mL) followed by stirring for 15 minutes. The mixture was concentrated in vacuo and was taken up in a mixture of acetic acid (3 mL) and water (1 mL), cooled to 0° C., and treated with a solution of sodium nitrite (15 mg, 0.23 mmol) in water (1 mL). After 5 minutes, the mixture was treated with neat sodium azide (15 mg, 0.22 mmol) and... Starting materials: O=C([O-])[O-], C=CCBr, CCOCC, CC#N, [Cl-], O=C1C2=CCCCN2C(=O)N1c1cc(O)c(Cl)cc1F, [K+], [K+], [NH4+]. Product: C=CCOc1cc(N2C(=O)C3=CCCCN3C2=O)c(F)cc1Cl. Reaction SMILES: [C:21](=[O:22])([O-:23])[O-:24].[CH2:27]([CH:28]=[CH2:29])[Br:30].[CH3:33][CH2:34][O:35][CH2:36][CH3:37].[CH3:38][C:39]#[N:40].[Cl-:31].[Cl:1][c:2]1[cH:3][c:4]([F:20])[c:5]([N:9]2[C:10](=[O:19])[N:11]3[C:12](=[CH:13][CH2:14][CH2:15][CH2:16]3)[C:17]2=[O:18])[cH:6][c:7]1[OH:8].[K+:25].[K+:26].[NH4+:32]>>[Cl:1][c:2]1[cH:3][c:4]([F:20])[c:5]([N:9]2[C:10](=[O:19])[N:11]3[C:12](=[CH:13][CH2:14][CH2:15][CH2:16]3)[C:17]2=[O:18])[cH:6][c:7]1[O:8][CH2:29][CH:28]=[CH2:27]. Reactants: C1(=CC=CC=C1)CCCCCCCCC[Mg]Br (9-phenylnonylmagnesium bromide), C[Si](C1=CC(=CO1)C=O)(C)C (5-trimethylsilyl-3-furaldehyde). Solvent: O1CCCC1 (tetrahydrofuran), O1CCCC1 (tetrahydrofuran). Reaction conditions: time 30 minute. Yields the product OC(CCCCCCCCCC1=CC=CC=C1)C=1C=C(OC1)[Si](C)(C)C (4-(1-Hydroxy-10-phenyldecyl)-2-trimethylsilylfuran). RXN SMILES: [C:1]1([CH2:7][CH2:8][CH2:9][CH2:10][CH2:11][CH2:12][CH2:13][CH2:14][CH2:15][Mg]Br)[CH:6]=[CH:5][CH:4]=[CH:3][CH:2]=1.[CH3:18][Si:19]([CH3:28])([CH3:27])[C:20]1[O:24][CH:23]=[C:22]([CH:25]=[O:26])[CH:21]=1>O1CCCC1>[OH:26][CH:25]([C:22]1[CH:21]=[C:20]([Si:19]([CH3:28])([CH3:27])[CH3:18])[O:24][CH:23]=1)[CH2:15][CH2:14][CH2:13][CH2:12][CH2:11][CH2:10][CH2:9][CH2:8][CH2:7][C:1]1[CH:6]=[CH:5][CH:4]=[CH:3][CH:2]=1. Procedure details: To a stirred solution of 9-phenylnonylmagnesium bromide (1.35 mmol, prepared from 0.383 g, 1.35 mmol of 1-bromo-9-phenylnonane and 4.11 mmol magnesium) in tetrahydrofuran (5 ml) at 0° under argon was added dropwise, 5-trimethylsilyl-3-furaldehyde (0.227 g, 1.35 mmol) in tetrahydrofuran (3 ml). The solution was warmed to room temperature and stirred for 30 minutes, quenched with 5% ammonium chloride and extracted into ethyl ether. The organic portion was washed with saturated sodium bicarbonate, ... The reactants are ClC=1N=C(C2=C(N1)C(=NC=N2)SC)N(C)C2=CC=CC=C2 (2-chloro-4-(N-methyl-phenylamino)-8-methylthio-pyrimido[5,4-d]pyrimidine), N1CCNCC1 (piperazine). Run in CS(=O)C (dimethylsulphoxide). Product: CN(C=1C2=C(N=C(N1)N1CCNCC1)C(=NC=N2)SC)C2=CC=CC=C2 (4-(N-Methyl-phenylamino)-8-methylthio-2-piperazino-pyrimido[5,4-d]pyrimidine). Reaction SMILES: Cl[C:2]1[N:3]=[C:4]([N:14]([C:16]2[CH:21]=[CH:20][CH:19]=[CH:18][CH:17]=2)[CH3:15])[C:5]2[N:11]=[CH:10][N:9]=[C:8]([S:12][CH3:13])[C:6]=2[N:7]=1.[NH:22]1[CH2:27][CH2:26][NH:25][CH2:24][CH2:23]1>CS(C)=O>[CH3:15][N:14]([C:16]1[CH:21]=[CH:20][CH:19]=[CH:18][CH:17]=1)[C:4]1[C:5]2[N:11]=[CH:10][N:9]=[C:8]([S:12][CH3:13])[C:6]=2[N:7]=[C:2]([N:22]2[CH2:27][CH2:26][NH:25][CH2:24][CH2:23]2)[N:3]=1. Reported procedure: Prepared analogously to Example 2 from 2-chloro-4-(N-methyl-phenylamino)-8-methylthio-pyrimido[5,4-d]pyrimidine and piperazine in dimethylsulphoxide. Starting materials: COc1cc(CCCN2CCCCC2)ccc1N, C[O-], CC(C)O, O=C(Nc1c(F)cccc1F)c1cccc(-c2nc3ccccn3c2-c2ccnc(Cl)n2)c1, ClCCl, [Na+], Cc1ccc(S(=O)(=O)O)cc1. Product: COc1cc(CCCN2CCCCC2)ccc1Nc1nccc(-c2c(-c3cccc(C(=O)Nc4c(F)cccc4F)c3)nc3ccccn23)n1. As a reaction SMILES: [CH3:34][O:35][c:36]1[c:37]([NH2:38])[cH:39][cH:40][c:41]([CH2:43][CH2:44][CH2:45][N:46]2[CH2:47][CH2:48][CH2:49][CH2:50][CH2:51]2)[cH:42]1.[CH3:63][O-:64].[CH:69]([OH:70])([CH3:71])[CH3:72].[Cl:1][c:2]1[n:3][cH:4][cH:5][c:6](-[c:8]2[c:9](-[c:17]3[cH:18][c:19]([C:20](=[O:21])[NH:22][c:23]4[c:24]([F:30])[cH:25][cH:26][cH:27][c:28]4[F:29])[cH:31][cH:32][cH:33]3)[n:10][c:11]3[n:12]2[cH:13][cH:14][cH:15][cH:16]3)[n:7]1.[Cl:66][CH2:67][Cl:68].[Na+:65].[c:52]1([CH3:53])[cH:54][cH:55][c:56]([S:57]([OH:58])(=[O:59])=[O:60])[cH:61][cH:62]1>>[c:2]1([NH:38][c:37]2[c:36]([O:35][CH3:34])[cH:42][c:41]([CH2:43][CH2:44][CH2:45][N:46]3[CH2:47][CH2:48][CH2:49][CH2:50][CH2:51]3)[cH:40][cH:39]2)[n:3][cH:4][cH:5][c:6](-[c:8]2[c:9](-[c:17]3[cH:18][c:19]([C:20](=[O:21])[NH:22][c:23]4[c:24]([F:30])[cH:25][cH:26][cH:27][c:28]4[F:29])[cH:31][cH:32][cH:33]3)[n:10][c:11]3[n:12]2[cH:13][cH:14][cH:15][cH:16]3)[n:7]1. The reactants are solution, [Li+].[Cl-] (LiCl), C(CCC)[Sn](C=CC=1C=C2C=CC(=CC2=CC1)C#N)(CCCC)CCCC (6-(2-(tributylstannyl)ethenyl)-2-naphthonitrile), CN(C)C=O (DMF), CN(C)C=O (DMF). Reagents/catalysts: Cl[Pd]([P](C1=CC=CC=C1)(C2=CC=CC=C2)C3=CC=CC=C3)([P](C4=CC=CC=C4)(C5=CC=CC=C5)C6=CC=CC=C6)Cl (dichlorobis(triphenylphosphine)palladium). Run in C(C)(=O)OCC (ethyl acetate). Conditions: temperature 80 celsius, time 1.75 hour. The product is C(C)(C)C1=NCCC2=CC=C(C=C12)C=CC=1C=C2C=CC(=CC2=CC1)C#N (6-(2-(1-isopropyl-3,4-dihydro-7-isoquinolinyl)ethenyl)-2-naphthonitrile). RXN SMILES: [Li+].[Cl-].C([Sn](CCCC)(CCCC)[CH:8]=[CH:9][C:10]1[CH:11]=[C:12]2[C:17](=[CH:18][CH:19]=1)[CH:16]=[C:15]([C:20]#[N:21])[CH:14]=[CH:13]2)CCC.[CH3:30][N:31]([CH:33]=O)C>C(OCC)(=O)C.Cl[Pd](Cl)([P](C1C=CC=CC=1)(C1C=CC=CC=1)C1C=CC=CC=1)[P](C1C=CC=CC=1)(C1C=CC=CC=1)C1C=CC=CC=1>[CH:14]([C:30]1[C:11]2[C:10](=[CH:19][CH:18]=[C:17]([CH:8]=[CH:9][C:10]3[CH:11]=[C:12]4[C:17](=[CH:18][CH:19]=3)[CH:16]=[C:15]([C:20]#[N:21])[CH:14]=[CH:13]4)[CH:12]=2)[CH2:9][CH2:33][N:31]=1)([CH3:15])[CH3:13] |f:0.1,^1:43,62|. Procedure details: A solution of Example 13I (70 mg, 0.23 mmol), dichlorobis(triphenylphosphine)palladium (II) (7.0 mg, 0.01 mmol), and LiCl (31 mg, 0.73 mmol) in DMF (1.7 mL) was treated dropwise with a solution of Example 13E (120 mg, 0.26 mmol) in DMF (0.2 mL). The mixture was heated to 80° C., stirred for 1.75 hours, cooled to room temperature, diluted with ethyl acetate, washed with H2O and brine, dried (MgSO4), filtered, and concentrated. The concentrate was purified by flash column chromatography on silica ... The reactants are CN(C)c1nc(C(=O)c2cccs2)c2scc(Br)c2n1, CCCC[Sn](CCCC)(CCCC)c1ccco1, [Cl-], [NH4+], CC(=O)[O-], CC(=O)[O-], CN(C)C=O, [Pd+2], c1ccc([As](c2ccccc2)c2ccccc2)cc1. The product is CN(C)c1nc(C(=O)c2cccs2)c2scc(-c3ccco3)c2n1. Reaction SMILES: [Br:20][c:21]1[cH:22][s:23][c:24]2[c:25]1[n:26][c:27]([N:37]([CH3:38])[CH3:39])[n:28][c:29]2[C:30](=[O:31])[c:32]1[s:33][cH:34][cH:35][cH:36]1.[CH2:40]([Sn:41]([CH2:42][CH2:43][CH2:44][CH3:50])([c:45]1[o:46][cH:47][cH:48][cH:49]1)[CH2:51][CH2:52][CH2:53][CH3:54])[CH2:55][CH2:56][CH3:57].[Cl-:58].[NH4+:59].[O-:66][C:67]([CH3:68])=[O:69].[O-:70][C:71]([CH3:72])=[O:73].[O:60]=[CH:61][N:62]([CH3:63])[CH3:64].[Pd+2:65].[cH:1]1[cH:2][cH:3][c:4]([As:5]([c:6]2[cH:7][cH:8][cH:9][cH:10][cH:11]2)[c:12]2[cH:13][cH:14][cH:15][cH:16][cH:17]2)[cH:18][cH:19]1>>[c:21]1(-[c:45]2[o:46][cH:47][cH:48][cH:49]2)[cH:22][s:23][c:24]2[c:25]1[n:26][c:27]([N:37]([CH3:38])[CH3:39])[n:28][c:29]2[C:30](=[O:31])[c:32]1[s:33][cH:34][cH:35][cH:36]1.